From a dataset of the Open Reaction Database (ORD), a public repository of structured organic reaction records. describe an organic reaction: reactants, conditions, products, and yield Reactants: O=C([O-])[O-], CN(C)C=O, O=[N+]([O-])c1ccccc1F, [K+], [K+], Oc1ccc(Cl)cc1Cl. The product is O=[N+]([O-])c1ccccc1Oc1ccc(Cl)cc1Cl. Reaction SMILES: [C:20](=[O:21])([O-:22])[O-:23].[CH3:26][N:27]([CH3:28])[CH:29]=[O:30].[F:10][c:11]1[c:12]([N+:17](=[O:18])[O-:19])[cH:13][cH:14][cH:15][cH:16]1.[K+:24].[K+:25].[OH:1][c:2]1[cH:3][cH:4][c:5]([Cl:6])[cH:7][c:8]1[Cl:9]>>[O:1]([c:2]1[cH:3][cH:4][c:5]([Cl:6])[cH:7][c:8]1[Cl:9])[c:11]1[c:12]([N+:17](=[O:18])[O-:19])[cH:13][cH:14][cH:15][cH:16]1. The reactants are CC1([C@@H]2[C@H](C3=CC(=CC=C3O1)C#N)O2)C ((S,S)-2,2-dimethyl-1a,7b-dihydro-2H-1,3-dioxa-cyclopropa[a]naphthalene-6-carbonitrile), COC=1C=CC2=C(C(NO2)=O)C1 (5-methoxy-benzo[d]isoxazol-3-one). Yields the product O[C@@H]1C(OC2=CC=C(C=C2[C@H]1OC1=NOC2=C1C=C(C=C2)OC)C#N)(C)C ((3S,4R)-3-Hydroxy-4-(5-methoxy-benzo[d]isoxazol-3-yloxy)-2,2-dimethyl-chroman-6-carbonitrile). RXN SMILES: [CH3:1][C:2]1([CH3:15])[O:11][C:10]2[C:5](=[CH:6][C:7]([C:12]#[N:13])=[CH:8][CH:9]=2)[C@@H:4]2[O:14][C@H:3]12.[CH3:16][O:17][C:18]1[CH:19]=[CH:20][C:21]2[O:25][NH:24][C:23](=[O:26])[C:22]=2[CH:27]=1>>[OH:14][C@H:3]1[C@H:4]([O:26][C:23]2[C:22]3[CH:27]=[C:18]([O:17][CH3:16])[CH:19]=[CH:20][C:21]=3[O:25][N:24]=2)[C:5]2[C:10](=[CH:9][CH:8]=[C:7]([C:12]#[N:13])[CH:6]=2)[O:11][C:2]1([CH3:15])[CH3:1]. Procedure: Following the procedure in Example 1, using (S,S)-2,2-dimethyl-1a,7b-dihydro-2H-1,3-dioxa-cyclopropa[a]naphthalene-6-carbonitrile and 5-methoxy-benzo[d]isoxazol-3-one as starting materials, the title compound was prepared as a white solid.